Dataset: the Open Reaction Database (ORD), a public repository of structured organic reaction records. Task: describe an organic reaction: reactants, conditions, products, and yield The reactants are C(C1=CC=CC=C1)N(S(=O)(=O)C(C#N)C=1C=C2C(=CN(C2=CC1)CC1=CC=CC=C1)C[C@@H]1N(CCC1)C)C (N-Benzyl-1-[(R)-1-benzyl-3-(1-methyl-2-pyrrolidinylmethyl)-1H-indol-5-yl]-1-cyano-N-methylmethanesulfonamide), [OH-].[K+] (potassium hydroxide). Solvent: C(C)O (ethanol). Yields the product C(C1=CC=CC=C1)N(S(=O)(=O)CC=1C=C2C(=CN(C2=CC1)CC1=CC=CC=C1)C[C@@H]1N(CCC1)C)C ((R)-N-Benzyl-1-[1-benzyl-3-(1-methyl-2-pyrrolidinylmethyl)-1H-indol-5-yl]-N-methylmethanesulfonamide). The yield is 89.2%. RXN SMILES: [CH2:1]([N:8]([CH3:38])[S:9]([CH:12]([C:15]1[CH:16]=[C:17]2[C:21](=[CH:22][CH:23]=1)[N:20]([CH2:24][C:25]1[CH:30]=[CH:29][CH:28]=[CH:27][CH:26]=1)[CH:19]=[C:18]2[CH2:31][C@H:32]1[CH2:36][CH2:35][CH2:34][N:33]1[CH3:37])C#N)(=[O:11])=[O:10])[C:2]1[CH:7]=[CH:6][CH:5]=[CH:4][CH:3]=1.[OH-].[K+]>C(O)C>[CH2:1]([N:8]([CH3:38])[S:9]([CH2:12][C:15]1[CH:16]=[C:17]2[C:21](=[CH:22][CH:23]=1)[N:20]([CH2:24][C:25]1[CH:26]=[CH:27][CH:28]=[CH:29][CH:30]=1)[CH:19]=[C:18]2[CH2:31][C@H:32]1[CH2:36][CH2:35][CH2:34][N:33]1[CH3:37])(=[O:11])=[O:10])[C:2]1[CH:7]=[CH:6][CH:5]=[CH:4][CH:3]=1 |f:1.2|. Reported procedure: To a stirred solution of N-benzyl-1-[(R)-1-benzyl-3-(1-methyl-2-pyrrolidinylethyl)-1H-indol-5-yl]-1-cyano-N-methylmethanesulfonamide (from step (e), 29 g, 55.1 mmol) in ethanol (200 ml) at ambient temperature was added 2N potassium hydroxide solution (200 ml, 400 mmol). The dark brown solution was then brought to reflux and maintained at this temperature for 15 hr. The oily reaction mixture was then cooled to ambient temperature and extracted with ethyl acetate (3×300 ml). The organic extracts w... Reactants: ClCCl, COc1ccc(Oc2ccnc3cc(OC)c(OC)cc23)c(C(O)c2nccs2)c1, CO. Product: COc1ccc(Oc2ccnc3cc(OC)c(OC)cc23)c(C(=O)c2nccs2)c1. RXN SMILES: [CH2:31]([Cl:32])[Cl:33].[CH3:1][O:2][c:3]1[cH:4][c:5]2[c:6]([O:15][c:16]3[c:17]([CH:24]([OH:25])[c:26]4[s:27][cH:28][cH:29][n:30]4)[cH:18][c:19]([O:22][CH3:23])[cH:20][cH:21]3)[cH:7][cH:8][n:9][c:10]2[cH:11][c:12]1[O:13][CH3:14].[CH3:34][OH:35]>>[CH3:1][O:2][c:3]1[cH:4][c:5]2[c:6]([O:15][c:16]3[c:17]([C:24](=[O:25])[c:26]4[s:27][cH:28][cH:29][n:30]4)[cH:18][c:19]([O:22][CH3:23])[cH:20][cH:21]3)[cH:7][cH:8][n:9][c:10]2[cH:11][c:12]1[O:13][CH3:14]. The reactants are C1CCOC1, CCN1Cc2c(Cl)cc(Cl)cc2C(c2cccc(S(=O)(=O)NCCOCCOCCOCCN=[N+]=[N-])c2)C1, O, c1ccc(P(c2ccccc2)c2ccccc2)cc1. Product: CCN1Cc2c(Cl)cc(Cl)cc2C(c2cccc(S(=O)(=O)NCCOCCOCCOCCN)c2)C1. RXN SMILES: [CH2:58]1[O:59][CH2:60][CH2:61][CH2:62]1.[N:1](=[N+:2]=[N-:3])[CH2:4][CH2:5][O:6][CH2:7][CH2:8][O:9][CH2:10][CH2:11][O:12][CH2:13][CH2:14][NH:15][S:16](=[O:17])(=[O:18])[c:19]1[cH:20][c:21]([CH:25]2[CH2:26][N:27]([CH2:37][CH3:38])[CH2:28][c:29]3[c:30]([Cl:36])[cH:31][c:32]([Cl:35])[cH:33][c:34]32)[cH:22][cH:23][cH:24]1.[OH2:63].[c:39]1([P:40]([c:41]2[cH:42][cH:43][cH:44][cH:45][cH:46]2)[c:47]2[cH:48][cH:49][cH:50][cH:51][cH:52]2)[cH:53][cH:54][cH:55][cH:56][cH:57]1>>[NH2:1][CH2:4][CH2:5][O:6][CH2:7][CH2:8][O:9][CH2:10][CH2:11][O:12][CH2:13][CH2:14][NH:15][S:16](=[O:17])(=[O:18])[c:19]1[cH:20][c:21]([CH:25]2[CH2:26][N:27]([CH2:37][CH3:38])[CH2:28][c:29]3[c:30]([Cl:36])[cH:31][c:32]([Cl:35])[cH:33][c:34]32)[cH:22][cH:23][cH:24]1. Starting materials: BrCCCCCBr (1,5-dibromopentane), C([O-])([O-])=O.[K+].[K+] (potassium carbonate), C(C)#N (acetonitrile), OC1=C(C=CC(=O)OC)C=CC=C1 (methyl 2-hydroxycinnamate). Run in CCOCC (ether). Reported procedure: A mixture of 0.64 g (3.59 mmol) of methyl 2-hydroxycinnamate, 6.6. g (28.7 mmol) of 1,5-dibromopentane, 2 g (14.5 mmol) of anhydrous, granular potassium carbonate, and 25 mL of acetonitrile was stirred and refluxed for 24 hr. The resulting slurry was cooled, diluted with ether, and filtered with suction. The solids were washed well with ether. The filtrate and washes were combined and concentrated under reduced pressure. The oily residue was flash chromatographed on silica gel, eluting with 5:1 ... Yields the product COC(\C=C\C1=C(C=CC=C1)OCCCCCBr)=O ((E)-3-[2-[(5-Bromopentyl)oxy]phenyl]-2-propenoic Acid Methyl Ester). RXN SMILES: [OH:1][C:2]1[CH:13]=[CH:12][CH:11]=[CH:10][C:3]=1[CH:4]=[CH:5][C:6]([O:8][CH3:9])=[O:7].[Br:14][CH2:15][CH2:16][CH2:17][CH2:18][CH2:19]Br.C(=O)([O-])[O-].[K+].[K+].C(#N)C>CCOCC>[CH3:9][O:8][C:6](=[O:7])/[CH:5]=[CH:4]/[C:3]1[CH:10]=[CH:11][CH:12]=[CH:13][C:2]=1[O:1][CH2:19][CH2:18][CH2:17][CH2:16][CH2:15][Br:14] |f:2.3.4|. Reactants: CC(=O)C (acetone), C(C)(=O)OC(C)=O (acetic anhydride), ClC=1C=CC2=C(N=C(S2)S)C1 (5-chloro-2-mercaptobenzothiazole), BrC(C(=O)O)C1=CC=CC=C1 (α-bromophenylacetic acid). The solvent is C(C)(=O)O (acetic acid). The product is [Br-].ClC=1C=CC2=C([N+]3=C(S2)SC(=C3O)C3=CC=CC=C3)C1 (6-Chloro-3-hydroxy-2-phenylthiazolo-[2,3-b]benzothiazolium bromide). Yield: 80.0%. RXN SMILES: CC(C)=O.[Cl:5][C:6]1[CH:7]=[CH:8][C:9]2[S:13][C:12]([SH:14])=[N:11][C:10]=2[CH:15]=1.[Br:16][CH:17]([C:21]1[CH:26]=[CH:25][CH:24]=[CH:23][CH:22]=1)[C:18](O)=[O:19].C(OC(=O)C)(=O)C>C(O)(=O)C>[Br-:16].[Cl:5][C:6]1[CH:7]=[CH:8][C:9]2[S:13][C:12]3[S:14][C:17]([C:21]4[CH:26]=[CH:25][CH:24]=[CH:23][CH:22]=4)=[C:18]([OH:19])[N+:11]=3[C:10]=2[CH:15]=1 |f:5.6|. Procedure: A 1 l. acetone solution of 10.25 g. (0.05 moles) 5-chloro-2-mercaptobenzothiazole and 10.75 g. (0.05 moles) α-bromophenylacetic acid containing 100 ml. glacial acetic acid and 30 ml. acetic anhydride is heated in an open flask until the volume reaches 300 ml. The precipitated solid, weighing 16 g. (80% yield) is collected and recrystallized from glacial acetic acid. The product melts at 225°-228° C. The reactants are [H][H] (hydrogen), S1C=CC=C1 (thiophene), O=C1C=C(OC=2C1=CC=C1C2OC(=C1C)C)C(=O)OCC (ethyl 6-oxo-2,3-dimethyl-6H-furo[3,2-h][1]benzopyran-8-carboxylate). The reagents and catalysts are [Pd] (palladium on activated carbon), [Pd] (palladium). The solvent is CO (methanol). Product: CC1=C(C=2C(=C3C(CCC(O3)C(=O)OCC)=CC2)O1)C ((±)-ethyl 7,8-dihydro-2,3-dimethyl-6H-furo[3,2-h][1]benzopyran-8-carboxylate). Isolated yield 72.9%. Reaction SMILES: O=[C:2]1[C:7]2=[CH:8][CH:9]=[C:10]3[C:14]([CH3:15])=[C:13]([CH3:16])[O:12][C:11]3=[C:6]2[O:5][C:4]([C:17]([O:19][CH2:20][CH3:21])=[O:18])=[CH:3]1.S1C=CC=C1.[H][H]>CO.[Pd]>[CH3:16][C:13]1[O:12][C:11]2=[C:6]3[O:5][CH:4]([C:17]([O:19][CH2:20][CH3:21])=[O:18])[CH2:3][CH2:2][C:7]3=[CH:8][CH:9]=[C:10]2[C:14]=1[CH3:15]. Reported procedure: A solution of ethyl 6-oxo-2,3-dimethyl-6H-furo[3,2-h][1]benzopyran-8-carboxylate (0.1 mol) in methanol (250 ml) was hydrogenated for 10 hours at 170° C. (pressurized) with palladium on activated carbon, palladium content 5% (2 g) as a catalyst in the presence of a 4% thiophene solution (10 ml). After uptake of hydrogen (3 equiv), the catalyst was filtered off and the filtrate was evaporated. The residue was purified by flash column chromatography over silica gel (eluent: CH2Cl2). The desired fra... Starting materials: C(C)(C)(C)NCC(C1=CC=C(C=C1)[N+](=O)[O-])O (α-[(tert-butylamino)methyl]-p-nitrobenzyl alcohol), C(=O)(Cl)Cl (phosgene). Run in C(Cl)Cl (CH2Cl2), C1=CC=CC=C1 (benzene). Reaction conditions: temperature -5 celsius, time 3.5 hour. Yields the product C(C)(C)(C)N1C(OC(C1)C1=CC=C(C=C1)[N+](=O)[O-])=O (3-tert-butyl-5-(p-nitrophenyl)-2-oxazolidinone). RXN SMILES: [C:1]([NH:5][CH2:6][CH:7]([OH:17])[C:8]1[CH:13]=[CH:12][C:11]([N+:14]([O-:16])=[O:15])=[CH:10][CH:9]=1)([CH3:4])([CH3:3])[CH3:2].[C:18](Cl)(Cl)=[O:19]>C(Cl)Cl.C1C=CC=CC=1>[C:1]([N:5]1[CH2:6][CH:7]([C:8]2[CH:9]=[CH:10][C:11]([N+:14]([O-:16])=[O:15])=[CH:12][CH:13]=2)[O:17][C:18]1=[O:19])([CH3:4])([CH3:2])[CH3:3]. Reported procedure: In 270 ml of CH2Cl2, 12.97 g of α-[(tert-butylamino)methyl]-p-nitrobenzyl alcohol is dissolved. The solution is cooled to -5° C. and 54 ml of 12.5% phosgene in benzene is added slowly. After the addition is completed, the mixture is stirred for 3.5 hours and poured on ice. The organic phase is separated, and the aqueous layer is extracted with CH2Cl2 (2×100 ml). The combined organic layers are washed with saturated NaHCO3 solution (2×250 ml), 100 ml of H2O and dried over MgSO4. The solution is e... Yields the product FC1=CC=C(C=C1)N1C=CC2=C(C=CC=C12)CN1CCC(CC1)C=1C=C(C=CC1)NC(C(C)C)=O (N-[3-(1-{[1-(4-FLUOROPHENYL)-1H-INDOL-4-YL]METHYL}-4-PIPERIDINYL)PHENYL]-2-METHYLPROPANAMIDE). Procedure: Prepared by Procedure C and Scheme Q1, with CuBr in place of Cu, using 1-fluoro-4-iodobenzene and N-{3-[1-(1H-indol-4-ylmethyl)-4-piperidinyl]phenyl}-2-methylpropanamide: 1H NMR (400 MHz, CDCl3) δ 7.66–6.92 (m, 12H), 6.65 (d, 1H, J=3.2 Hz), 3.69 (s, 2H), 3.15–3.02 (m, 2H), 2.58–2.40 (m, 2H), 2.20–2.04 (m, 2H), 1.94–1.76 (m, 4H), 1.25 (d, 6H, J=6.8 Hz); ESMS m/e: 470.6 (M+H)+. The reactants are CuBr, FC1=CC=C(C=C1)I (1-fluoro-4-iodobenzene), N1C=CC2=C(C=CC=C12)CN1CCC(CC1)C=1C=C(C=CC1)NC(C(C)C)=O (N-{3-[1-(1H-indol-4-ylmethyl)-4-piperidinyl]phenyl}-2-methylpropanamide). As a reaction SMILES: [F:1][C:2]1[CH:7]=[CH:6][C:5](I)=[CH:4][CH:3]=1.[NH:9]1[C:17]2[C:12](=[C:13]([CH2:18][N:19]3[CH2:24][CH2:23][CH:22]([C:25]4[CH:26]=[C:27]([NH:31][C:32](=[O:36])[CH:33]([CH3:35])[CH3:34])[CH:28]=[CH:29][CH:30]=4)[CH2:21][CH2:20]3)[CH:14]=[CH:15][CH:16]=2)[CH:11]=[CH:10]1>>[F:1][C:2]1[CH:7]=[CH:6][C:5]([N:9]2[C:17]3[C:12](=[C:13]([CH2:18][N:19]4[CH2:24][CH2:23][CH:22]([C:25]5[CH:26]=[C:27]([NH:31][C:32](=[O:36])[CH:33]([CH3:34])[CH3:35])[CH:28]=[CH:29][CH:30]=5)[CH2:21][CH2:20]4)[CH:14]=[CH:15][CH:16]=3)[CH:11]=[CH:10]2)=[CH:4][CH:3]=1.